This data is from the Open Reaction Database (ORD), a public repository of structured organic reaction records. The task is: describe an organic reaction: reactants, conditions, products, and yield Reactants: ON=C(C(C1=CC(=CC=C1)C)=NNC(=S)N)C (2-hydroxyimino-3'-methylpropiophenone thiosemicarbazone), C([O-])([O-])=O.[K+].[K+] (potassium carbonate), C (charcoal). The solvent is CO (methanol), O (water). Product: CC1=NC(NN=C1C=1C=C(C=CC1)C)=S (5-methyl-6-(m-tolyl)-1,2,4-triazine-3(2H)-thione). Isolated yield 115.2%. RXN SMILES: ON=[C:3]([CH3:17])[C:4](=[N:12][NH:13][C:14]([NH2:16])=[S:15])[C:5]1[CH:10]=[CH:9][CH:8]=[C:7]([CH3:11])[CH:6]=1.C(=O)([O-])[O-].[K+].[K+].C>O.CO>[CH3:17][C:3]1[C:4]([C:5]2[CH:6]=[C:7]([CH3:11])[CH:8]=[CH:9][CH:10]=2)=[N:12][NH:13][C:14](=[S:15])[N:16]=1 |f:1.2.3|. Reported procedure: A mixture of 2-hydroxyimino-3'-methylpropiophenone thiosemicarbazone (5 g) and potassium carbonate (6.1 g) in water (44 ml) was refluxed for 4 hours under nitrogen atmosphere. The reaction mixture was treated with activated charcoal and filtered by suction. The filtrate was acidified with diluted hydrochloric acid, and the resultant precipitates were collected by filtration, washed with water and dried. The above obtained crude product was dissolved in methanol (150 ml), and the solution was fil... The reactants are BrCCO[C@@H]1CN(C[C@H]1O)C(=O)OCC1=CC=CC=C1 ((3R,4R)-benzyl 3-(2-bromoethoxy)-4-hydroxypyrrolidine-1-carboxylate), [OH-].[K+] (KOH). The solvent is CCO (EtOH), CCO (EtOH). Run at temperature 85 celsius, time 0.5 hour. The product is O1CCO[C@H]2[C@H]1CN(C2)C(=O)OCC2=CC=CC=C2 ((4aR,7aR)-benzyl tetrahydro-2H-[1,4]dioxino[2,3-c]pyrrole-6(3H)-carboxylate). Isolated yield 72.0%. Reaction SMILES: Br[CH2:2][CH2:3][O:4][C@H:5]1[C@H:9]([OH:10])[CH2:8][N:7]([C:11]([O:13][CH2:14][C:15]2[CH:20]=[CH:19][CH:18]=[CH:17][CH:16]=2)=[O:12])[CH2:6]1.[OH-].[K+]>CCO>[O:4]1[C@@H:5]2[CH2:6][N:7]([C:11]([O:13][CH2:14][C:15]3[CH:20]=[CH:19][CH:18]=[CH:17][CH:16]=3)=[O:12])[CH2:8][C@H:9]2[O:10][CH2:2][CH2:3]1 |f:1.2|. Reported procedure: To a solution of (3R,4R)-benzyl 3-(2-bromoethoxy)-4-hydroxypyrrolidine-1-carboxylate (0.20 g, 0.58 mmol) in EtOH (5 mL) was added a solution of KOH (32.0 mg, 0.58 mmol) in EtOH (5 mL). The reaction mixture was stirred for 0.5 h at 85° C., then quenched with water and extracted with CH2Cl2. The organic layer was dried over anhydrous Na2SO4 and concentrated in vacuo. The residue was chromatographed with a silica gel column (eluting agent: 5:1 (v/v)PE/EtOAc) to give the title compound as colorless ... Reactants: COC(N(OC)C1=C(C=CC=C1)C=O)=O ((2-formyl-phenyl)-N-methoxycarbamic acid methyl ester), CON=C(C(C)=NN)C1=CC=C(C=C1)F (1-(4-fluorophenyl)-2-hydrazono-propan-1-on-O-methyl-oxime). Solvent: CO (methanol). The product is COC(N(OC)C1=C(C=CC=C1)C=NN=C(C(C1=CC=C(C=C1)F)=NOC)C)=O (N-methoxy-{2-[(2-methoxyimino-1-methyl-2-(4-fluorophenyl)-ethylidene)-hydrazonomethyl]-phenyl}-carbamic acid methyl ester). The yield is 23.9%. As a reaction SMILES: [CH3:1][O:2][C:3](=[O:15])[N:4]([C:7]1[CH:12]=[CH:11][CH:10]=[CH:9][C:8]=1[CH:13]=O)[O:5][CH3:6].[CH3:16][O:17][N:18]=[C:19]([C:24]1[CH:29]=[CH:28][C:27]([F:30])=[CH:26][CH:25]=1)[C:20](=[N:22][NH2:23])[CH3:21]>CO>[CH3:1][O:2][C:3](=[O:15])[N:4]([C:7]1[CH:12]=[CH:11][CH:10]=[CH:9][C:8]=1[CH:13]=[N:23][N:22]=[C:20]([CH3:21])[C:19](=[N:18][O:17][CH3:16])[C:24]1[CH:25]=[CH:26][C:27]([F:30])=[CH:28][CH:29]=1)[O:5][CH3:6]. Procedure details: A solution of 1.05 g of (2-formyl-phenyl)-N-methoxycarbamic acid methyl ester and 1.05 g of 1-(4-fluorophenyl)-2-hydrazono-propan-1-on-O-methyl-oxime in 5 ml of methanol is stirred at room temperature for 4 hours. The resulting by-product (symmetric azine of 1-(4-fluorophenyl)-2-hydrazono-propan-1-on-O-methyl-oxime) is removed by filtration and the filtrate is placed in a refrigerator over night. The product which has crystallised is filtered off (1.0 g). By concentrating the mother liquor and b... The reactants are [BH4-], CC(=O)c1ccc(C)s1, CO, [Na+]. Product: Cc1ccc(C(C)O)s1. As a reaction SMILES: [BH4-:1].[C:3]([CH3:4])(=[O:5])[c:6]1[s:7][c:8]([CH3:11])[cH:9][cH:10]1.[CH3:12][OH:13].[Na+:2]>>[CH:3]([CH3:4])([OH:5])[c:6]1[s:7][c:8]([CH3:11])[cH:9][cH:10]1.